This data is from the Open Reaction Database (ORD), a public repository of structured organic reaction records. The task is: describe an organic reaction: reactants, conditions, products, and yield The product is CSc1ccc(C=C2C(CC=O)=C(C)c3ccccc32)cc1. As a reaction SMILES: [Cl:33][CH2:34][Cl:35].[O:23]=[Cr:24](=[O:25])=[O:26].[OH:1][CH2:2][CH2:3][C:4]1=[C:12]([CH3:13])[c:11]2[c:6]([cH:7][cH:8][cH:9][cH:10]2)[C:5]1=[CH:14][c:15]1[cH:16][cH:17][c:18]([S:21][CH3:22])[cH:19][cH:20]1.[cH:27]1[cH:28][cH:29][n:30][cH:31][cH:32]1>>[O:1]=[CH:2][CH2:3][C:4]1=[C:12]([CH3:13])[c:11]2[c:6]([cH:7][cH:8][cH:9][cH:10]2)[C:5]1=[CH:14][c:15]1[cH:16][cH:17][c:18]([S:21][CH3:22])[cH:19][cH:20]1. The reactants are ClCCl, O=[Cr](=O)=O, CSc1ccc(C=C2C(CCO)=C(C)c3ccccc32)cc1, c1ccncc1. Reactants: C(C)(C)(C)OC(N[C@@H](C)C(N[C@@H](CC(C)C)B1O[C@]2([C@@H]3C([C@H](C[C@H]2O1)C3)(C)C)C)=O)=O ({(S)-1-[(R)-3-Methyl-1-((1S,2S,6R,8S)-2,9,9-trimethyl-3,5-dioxa-4-bora-tricyclo[6.1.1.02,6]dec-4-yl)-butylcarbamoyl]-ethyl}-carbamic acid tert-butyl ester), C(C)(C)C=1C=C(C=CC1)N[C@H](C(=O)O)CC1=CC(=C(C(=C1)OC)OC)OC ((S)-2-(3-Isopropyl-phenylamino)-3-(3,4,5-trimethoxyphenyl)-propionic acid). The product is C(C)(C)C=1C=C(C=CC1)N[C@H](C(=O)N[C@@H](C)C(N[C@@H](CC(C)C)B1O[C@]2([C@@H]3C([C@H](C[C@H]2O1)C3)(C)C)C)=O)CC3=CC(=C(C(=C3)OC)OC)OC ((S)-2-(3-Isopropyl-phenylamino)-N-{(S)-1-[(R)-3-methyl-1-((1S,2S,6R,8S)-2,9,9-trimethyl-3,5-dioxa-4-bora-tricyclo[6.1.1.02,6]dec-4-yl)-butylcarbamoyl]-ethyl}-3-(3,4,5-trimethoxy-phenyl)-propionamide). As a reaction SMILES: C(O[C:6](=[O:31])[NH:7][C@H:8]([C:10](=[O:30])[NH:11][C@H:12]([B:17]1[O:25][C@H:24]2[C@:19]([CH3:29])([C@H:20]3[CH2:26][C@@H:22]([CH2:23]2)[C:21]3([CH3:28])[CH3:27])[O:18]1)[CH2:13][CH:14]([CH3:16])[CH3:15])[CH3:9])(C)(C)C.[CH:32]([C:35]1[CH:36]=[C:37]([NH:41][C@@H:42]([CH2:46][C:47]2[CH:52]=[C:51]([O:53][CH3:54])[C:50]([O:55][CH3:56])=[C:49]([O:57][CH3:58])[CH:48]=2)C(O)=O)[CH:38]=[CH:39][CH:40]=1)([CH3:34])[CH3:33]>>[CH:32]([C:35]1[CH:36]=[C:37]([NH:41][C@@H:42]([CH2:46][C:47]2[CH:48]=[C:49]([O:57][CH3:58])[C:50]([O:55][CH3:56])=[C:51]([O:53][CH3:54])[CH:52]=2)[C:6]([NH:7][C@H:8]([C:10](=[O:30])[NH:11][C@H:12]([B:17]2[O:25][C@H:24]3[C@:19]([CH3:29])([C@H:20]4[CH2:26][C@@H:22]([CH2:23]3)[C:21]4([CH3:27])[CH3:28])[O:18]2)[CH2:13][CH:14]([CH3:16])[CH3:15])[CH3:9])=[O:31])[CH:38]=[CH:39][CH:40]=1)([CH3:34])[CH3:33]. Procedure details: The title compound is prepared as described in example 1 but using {(S)-1-[(R)-3-Methyl-1-((1S,2S,6R,8S)-2,9,9-trimethyl-3,5-dioxa-4-bora-tricyclo[6.1.1.02,6]dec-4-yl)-butylcarbamoyl]-ethyl}-carbamic acid tert-butyl ester and (S)-2-(3-Isopropyl-phenylamino)-3-(3,4,5-trimethoxyphenyl)-propionic acid. The reactants are CON(C(=O)C1=CN(C2=CC=CC=C2C1=O)CC1=NC(=CC=C1)Br)C (1-(6-bromo-pyridin-2-ylmethyl)-4-oxo-1,4-dihydro-quinoline-3-carboxylic acid methoxy-methyl-amide), white solid, ClC=1C=C(C=CC1Cl)[Mg]Br (3,4-dichlorophenylmagnesium bromide). Run in C1CCOC1 (THF). Yields the product BrC1=CC=CC(=N1)CN1C=C(C(C2=CC=CC=C12)=O)C(C1=CC(=C(C=C1)Cl)Cl)=O (1-(6-Bromo-pyridin-2-ylmethyl)-3-(3,4-dichloro-benzoyl)-1H-quinolin-4-one). Reaction SMILES: CON(C)[C:4]([C:6]1[C:15](=[O:16])[C:14]2[C:9](=[CH:10][CH:11]=[CH:12][CH:13]=2)[N:8]([CH2:17][C:18]2[CH:23]=[CH:22][CH:21]=[C:20]([Br:24])[N:19]=2)[CH:7]=1)=[O:5].[Cl:26][C:27]1[CH:28]=[C:29]([Mg]Br)[CH:30]=[CH:31][C:32]=1[Cl:33]>C1COCC1>[Br:24][C:20]1[N:19]=[C:18]([CH2:17][N:8]2[C:9]3[C:14](=[CH:13][CH:12]=[CH:11][CH:10]=3)[C:15](=[O:16])[C:6]([C:4](=[O:5])[C:29]3[CH:30]=[CH:31][C:32]([Cl:33])=[C:27]([Cl:26])[CH:28]=3)=[CH:7]2)[CH:23]=[CH:22][CH:21]=1. Procedure: Experimental conditions analogous to those described for Step 6 of Example 60 from 90 mg (0.22 mmol) of 1-(6-bromo-pyridin-2-ylmethyl)-4-oxo-1,4-dihydro-quinoline-3-carboxylic acid methoxy-methyl-amide in 1 mL THF and 0.98 mL 0.5M 3,4-dichlorophenylmagnesium bromide. Yield: 64 mg of a white solid. LC-MSD, m/z for C22H13BrCl2N2O2 [M+H]+=487.0, 489.0, 491.0; HPLC retention time: 2.9 min.